The task is: describe an organic reaction: reactants, conditions, products, and yield. This data is from the Open Reaction Database (ORD), a public repository of structured organic reaction records. Reactants: CC(C)(C)[Si](C)(C)OC1CCC(NC(=O)N(c2cccc(Cl)c2)c2c3ccccc3nn2-c2ccc(Cl)cc2)CC1, CCCCCCC, ClCCl, ClCCl, F. The product is O=C(NC1CCC(O)CC1)N(c1cccc(Cl)c1)c1c2ccccc2nn1-c1ccc(Cl)cc1. RXN SMILES: [C:2]([Si:3]([CH3:4])([CH3:5])[O:7][CH:8]1[CH2:9][CH2:10][CH:11]([NH:14][C:15]([N:16]([c:17]2[n:18](-[c:26]3[cH:27][cH:28][c:29]([Cl:32])[cH:30][cH:31]3)[n:19][c:20]3[cH:21][cH:22][cH:23][cH:24][c:25]23)[c:33]2[cH:34][c:35]([Cl:39])[cH:36][cH:37][cH:38]2)=[O:40])[CH2:12][CH2:13]1)([CH3:6])([CH3:41])[CH3:42].[CH3:46][CH2:47][CH2:48][CH2:49][CH2:50][CH2:51][CH3:52].[Cl:43][CH2:44][Cl:45].[Cl:53][CH2:54][Cl:55].[FH:1]>>[OH:7][CH:8]1[CH2:9][CH2:10][CH:11]([NH:14][C:15]([N:16]([c:17]2[n:18](-[c:26]3[cH:27][cH:28][c:29]([Cl:32])[cH:30][cH:31]3)[n:19][c:20]3[cH:21][cH:22][cH:23][cH:24][c:25]23)[c:33]2[cH:34][c:35]([Cl:39])[cH:36][cH:37][cH:38]2)=[O:40])[CH2:12][CH2:13]1. Starting materials: CCOC=C(C(=O)OCC)C(=O)OCC, CCOc1ccc(N)cc1, CCO, CCCCCC. Product: CCOC(=O)C(=CNc1ccc(OCC)cc1)C(=O)OCC. Reaction SMILES: [CH2:11]([O:12][CH:14]=[C:15]([C:16](=[O:17])[O:18][CH2:19][CH3:20])[C:21](=[O:22])[O:23][CH2:24][CH3:25])[CH3:13].[CH3:1][CH2:2][O:3][c:4]1[cH:5][cH:6][c:7]([NH2:10])[cH:8][cH:9]1.[CH3:26][CH2:27][OH:28].[CH3:29][CH2:30][CH2:31][CH2:32][CH2:33][CH3:34]>>[CH3:1][CH2:2][O:3][c:4]1[cH:5][cH:6][c:7]([NH:10][CH:14]=[C:15]([C:16](=[O:17])[O:18][CH2:19][CH3:20])[C:21](=[O:22])[O:23][CH2:24][CH3:25])[cH:8][cH:9]1.